This data is from the Open Reaction Database (ORD), a public repository of structured organic reaction records. The task is: describe an organic reaction: reactants, conditions, products, and yield Yield: 40.3%. As a reaction SMILES: [N:1]1([C:5]([C:7]2[CH:8]=[N:9][N:10]([CH3:27])[C:11]=2[C:12]([NH:14][C:15]2[CH:20]=[CH:19][N:18]3[N:21]=[C:22]([C:24](O)=[O:25])[N:23]=[C:17]3[CH:16]=2)=[O:13])=[O:6])[CH2:4][CH2:3][CH2:2]1.Cl.[CH3:29][NH:30][CH3:31].CCCP(=O)=O.C(N(C(C)C)CC)(C)C>O1CCCC1>[CH3:29][N:30]([CH3:31])[C:24]([C:22]1[N:23]=[C:17]2[CH:16]=[C:15]([NH:14][C:12]([C:11]3[N:10]([CH3:27])[N:9]=[CH:8][C:7]=3[C:5]([N:1]3[CH2:4][CH2:3][CH2:2]3)=[O:6])=[O:13])[CH:20]=[CH:19][N:18]2[N:21]=1)=[O:25] |f:1.2|. Procedure: A mixture of ethyl 7-(4-(azetidine-1-carbonyl)-1-methyl-1H-pyrazole-5-carboxamido)-[1,2,4]triazolo[1,5-a]pyridine-2-carboxylate (example 33, step d) (658 mg, 1.66 mmol) and lithium hydroxide hydrate (139 mg, 3.31 mmol) in methanol (20 ml) and water (5 ml) and tetrahydrofuran (10 ml) was stirred for 6 hours at 60° C. (soluble when heated). The mixture was neutralized using hydrochloric acid 2N (1.655 ml, 3.31 mmol) and the mixture was evaporated affording 7-{[4-(azetidine-1-carbonyl)-2-methyl-2H-... Run at temperature 25 celsius, time 20 hour. The solvent is O1CCCC1 (tetrahydrofuran). The reactants are N1(CCC1)C(=O)C=1C=NN(C1C(=O)NC1=CC=2N(C=C1)N=C(N2)C(=O)O)C (7-(4-(azetidine-1-carbonyl)-1-methyl-1H-pyrazole-5-carboxamido)-[1,2,4]triazolo[1,5-a]pyridine-2-carboxylic acid), Cl.CNC (dimethylamine hydrochloride), CCCP(=O)=O (propylphosphonic anhydride), C(C)(C)N(CC)C(C)C (diisopropylethylamine). The product is CN(C(=O)C1=NN2C(C=C(C=C2)NC(=O)C=2N(N=CC2C(=O)N2CCC2)C)=N1)C (7-{[4-(azetidine-1-carbonyl)-2-methyl-2H-pyrazole-3-carbonyl]-amino}-[1,2,4]triazolo[1,5-a]pyridine-2-carboxylic acid dimethylamide). Reactants: C(C)(C)(C)OP(OC(C)(C)C)(=O)C(O)C1=CC(=CC=C1)OCC1=CC=C(C=C1)C1=CC=CC=C1 (((3-(biphenyl-4-ylmethoxy)phenyl)hydroxymethyl)phosphonic acid di-tert-butyl ester), C(C)N(CC)S(F)(F)F (Diethylaminosulfur trifluoride), [OH-].[K+] (potassium hydroxide). Run in ClCCl (dichloromethane), ClCCl (dichloromethane). Conditions: temperature -70 celsius, time 20 hour. The product is C(C)(C)(C)OP(OC(C)(C)C)(=O)C(F)C1=CC(=CC=C1)OCC1=CC=C(C=C1)C1=CC=CC=C1 (((3-(biphenyl-4-ylmethoxy)-phenyl)fluoromethyl)phosphonic acid di-tert-butyl ester). Isolated yield 36.0%. Reaction SMILES: C(N(S(F)(F)[F:7])CC)C.[C:10]([O:14][P:15]([CH:22]([C:24]1[CH:29]=[CH:28][CH:27]=[C:26]([O:30][CH2:31][C:32]2[CH:37]=[CH:36][C:35]([C:38]3[CH:43]=[CH:42][CH:41]=[CH:40][CH:39]=3)=[CH:34][CH:33]=2)[CH:25]=1)O)(=[O:21])[O:16][C:17]([CH3:20])([CH3:19])[CH3:18])([CH3:13])([CH3:12])[CH3:11].[OH-].[K+]>ClCCl>[C:10]([O:14][P:15]([CH:22]([C:24]1[CH:29]=[CH:28][CH:27]=[C:26]([O:30][CH2:31][C:32]2[CH:37]=[CH:36][C:35]([C:38]3[CH:43]=[CH:42][CH:41]=[CH:40][CH:39]=3)=[CH:34][CH:33]=2)[CH:25]=1)[F:7])(=[O:21])[O:16][C:17]([CH3:20])([CH3:19])[CH3:18])([CH3:13])([CH3:12])[CH3:11] |f:2.3|. Procedure: Diethylaminosulfur trifluoride (2.2 ml, 8.2 mmol) was dissolved in dichloromethane (25 ml) and the solution was cooled to -70° C. and added dropwise to a solution of the above hydroxymethylphosphonic acid di-tert-butyl ester (4.0 g, 8.3 mmol) in dichloromethane (15 ml) at -70° C. The mixture was stirred at -70° C. for 3 h and at room temperature for 20 h. With stirring the mixture was poured into 1N aqueous potassium hydroxide (200 ml) and the mixture was extracted with dichloromethane (1×300 ml... The reactants are CCc1cccc(CC)c1N, Cc1ccc(C)c2c1OCc1ccccc1C2C(=O)O. Product: CCc1cccc(CC)c1NC(=O)C1c2ccccc2COc2c(C)ccc(C)c21. As a reaction SMILES: [CH2:21]([CH3:22])[c:23]1[c:24]([NH2:25])[c:26]([CH2:30][CH3:31])[cH:27][cH:28][cH:29]1.[CH3:1][c:2]1[cH:3][cH:4][c:5]([CH3:20])[c:6]2[c:12]1[CH:11]([C:13](=[O:14])[OH:15])[c:10]1[c:9]([cH:19][cH:18][cH:17][cH:16]1)[CH2:8][O:7]2>>[CH3:1][c:2]1[cH:3][cH:4][c:5]([CH3:20])[c:6]2[c:12]1[CH:11]([C:13](=[O:14])[NH:25][c:24]1[c:23]([CH2:21][CH3:22])[cH:29][cH:28][cH:27][c:26]1[CH2:30][CH3:31])[c:10]1[c:9]([cH:19][cH:18][cH:17][cH:16]1)[CH2:8][O:7]2. Starting materials: [OH-].[NH4+] (ammonium hydroxide), NC1=C(C(=O)NCCN2CCC(CC2)CC2=NC3=C(N2CC2=CC=C(C=C2)F)C=CC=C3)C=CC=C1 (2-amino-N-[2-[4-[[1-[(4-fluorophenyl)methyl]-1H-benzimidazol-2-yl)methyl]-1-piperidinyl]ethyl]benzamide), C(C)(=O)OC(C)=O (acetic acid anhydride), ice water. Run in O (water). Conditions: temperature 120 celsius. The product is C(\C=C\C(=O)O)(=O)O.FC1=CC=C(C=C1)CN1C(=NC2=C1C=CC=C2)CC2CCN(CC2)CCN2C(=NC1=CC=CC=C1C2=O)C (3-[2-[4-[[1-[(4-fluorophenyl)methyl]-1H-benzimidazol-2-yl]methyl]-1-piperidinyl]ethyl]-2-methyl-4(3H)-quinazolinone (E)-2-butenedioate). Yield: 72.0%. As a reaction SMILES: [NH2:1][C:2]1[CH:36]=[CH:35][CH:34]=[CH:33][C:3]=1[C:4]([NH:6][CH2:7][CH2:8][N:9]1[CH2:14][CH2:13][CH:12]([CH2:15][C:16]2[N:20]([CH2:21][C:22]3[CH:27]=[CH:26][C:25]([F:28])=[CH:24][CH:23]=3)[C:19]3[CH:29]=[CH:30][CH:31]=[CH:32][C:18]=3[N:17]=2)[CH2:11][CH2:10]1)=[O:5].[C:37]([O:40][C:41](=[O:43])[CH3:42])(=O)[CH3:38].[OH-:44].[NH4+]>O>[C:41]([OH:40])(=[O:43])/[CH:42]=[CH:3]/[C:4]([OH:5])=[O:44].[F:28][C:25]1[CH:24]=[CH:23][C:22]([CH2:21][N:20]2[C:19]3[CH:29]=[CH:30][CH:31]=[CH:32][C:18]=3[N:17]=[C:16]2[CH2:15][CH:12]2[CH2:13][CH2:14][N:9]([CH2:8][CH2:7][N:6]3[C:4](=[O:5])[C:3]4[C:2](=[CH:36][CH:35]=[CH:34][CH:33]=4)[N:1]=[C:37]3[CH3:38])[CH2:10][CH2:11]2)=[CH:27][CH:26]=1 |f:2.3,5.6|. Procedure details: A mixture of 4 parts of 2-amino-N-[2-[4-[[1-[(4-fluorophenyl)methyl]-1H-benzimidazol-2-yl)methyl]-1-piperidinyl]ethyl]benzamide, 20 parts of acetic acid anhydride and 40 parts of water was stirred and heated overnight at 120° C. After cooling, ice water was added. The whole was treated with ammonium hydroxide. The product was extracted with dichloromethane. The extract was dried, filtered and evaporated. The residue was converted into the (E)-2-butenedioate salt in ethanol. The salt was filtered... The reactants are CC(C)([O-])C.[K+] (potassium tert-butoxide), C(C1=CC=CC=C1)(=O)N1CCC(CC1)=O (1-benzoyl-4-piperidone), S(=O)(=O)(C1=CC=C(C)C=C1)C[N+]#[C-] (tosylmethyl isocyanide), C(C)O (ethanol). The solvent is COCCOC (DME). Reaction conditions: time 8 hour. The product is C(C1=CC=CC=C1)(=O)N1CCC(CC1)C#N (1-benzoyl-4-piperidinecarbonitrile). As a reaction SMILES: [C:1]([N:9]1[CH2:14][CH2:13][C:12](=O)[CH2:11][CH2:10]1)(=[O:8])[C:2]1[CH:7]=[CH:6][CH:5]=[CH:4][CH:3]=1.S([CH2:26][N+:27]#[C-])(C1C=CC(C)=CC=1)(=O)=O.C(O)C.CC(C)([O-])C.[K+]>COCCOC>[C:1]([N:9]1[CH2:14][CH2:13][CH:12]([C:26]#[N:27])[CH2:11][CH2:10]1)(=[O:8])[C:2]1[CH:7]=[CH:6][CH:5]=[CH:4][CH:3]=1 |f:3.4|. Procedure details: A mixture of 1-benzoyl-4-piperidone (2.0 g, 9.8 mmol), tosylmethyl isocyanide (2.5 g, 12.8 mmol) and ethanol (1.0 mL, 17.1 mmol) in 30 mL DME was cooled in an ethanol/ice bath, and potassium tert-butoxide was added at such a rate to maintain the reaction temperature at <10° C. The cold bath was removed, and the reaction was allowed to stir overnight at room temperature. The solids were removed by filtration, rinsed with DME, and the filtrate was evaporated. The residue was dissolved in EtOAc, wa... Reactants: C[O-].[Na+] (sodium methoxide), FCC(=O)OCC (ethyl fluoroacetate), FCC(=O)OCC (Ethyl fluoroacetate), C(#N)CC(=O)N (cyanoacetamide), FCC(=O)OCC (ethyl fluoroacetate), C(=O)OCC (ethyl formate), FCC(=O)OCC (Ethyl fluoroacetate), C(=O)OCC (ethyl formate). The solvent is C1(=CC=CC=C1)C (toluene), O (water), C(C)(=O)O (acetic acid), CO (methanol). Reaction conditions: temperature 30 celsius, time 4 hour. Yields the product OC1=NC(=C(C=C1C#N)F)O (2,6-Dihydroxy -5-fluoro-3-cyanopyridine). Reaction SMILES: C[O-].[Na+].[CH:4](OCC)=O.[F:9][CH2:10][C:11]([O:13]CC)=O.[C:16]([CH2:18][C:19]([NH2:21])=[O:20])#[N:17]>CO.O.C(O)(=O)C.C1(C)C=CC=CC=1>[OH:20][C:19]1[C:18]([C:16]#[N:17])=[CH:4][C:10]([F:9])=[C:11]([OH:13])[N:21]=1 |f:0.1|. Reported procedure: A 300 gallon reaction vessel was charged with 300 L of toluene, blanketed with nitrogen and 30.6 kg of sodium methoxide was added. This was followed by 62.6 kg of ethyl formate. The temperature was maintained below 30° C. Ethyl fluoroacetate, 30 kg, was added to the mixture. (Extreme caution must be used when working with ethyl fluoroacetate. Ethyl fluoroacetate is highly toxic). The ethyl formate and ethyl fluoroacetate were metered to maintain the temperature at about 30° C. The reaction mixtu...